This data is from the Open Reaction Database (ORD), a public repository of structured organic reaction records. The task is: describe an organic reaction: reactants, conditions, products, and yield Reactants: NC1=C2C=CN(C2=CC=C1)CC1=C2C(=NC=C1)N(C=C2)C(=O)OC(C)(C)C (4-[(4-amino-1H-indol-1-yl)methyl]-1-(t-butyloxycarbonyl)-1H-pyrrolo[2,3-b]pyridine), ClC=1C=CC(=C(C1)N=C=O)OC (5-chloro-2-methoxyphenyl isocyanate). Run in C(Cl)Cl (DCM). Run at time 8 hour. The product is Cl.O(C)C1=C(C=C(C=C1)Cl)NC(=O)NC1=C2C=CN(C2=CC=C1)CC1=C2C(=NC=C1)NC=C2 (1-(2-Methoxyl-5-chlorophenyl)-3-[1-(1H-pyrrolo[2,3-b]pyridin-4-ylmethyl)-1H-indol-4-yl]urea hydrochloride), 1-(2-methoxyl-5-chlorophenyl)-3-{1-[1-(t-butyloxycarbonyl)-1H-pyrrolo[2, 3-1)]pyridin-4-ylmethyl]-1H-indol-4-yl. Isolated yield 80.0%. As a reaction SMILES: [NH2:1][C:2]1[CH:10]=[CH:9][CH:8]=[C:7]2[C:3]=1[CH:4]=[CH:5][N:6]2[CH2:11][C:12]1[CH:17]=[CH:16][N:15]=[C:14]2[N:18](C(OC(C)(C)C)=O)[CH:19]=[CH:20][C:13]=12.[Cl:28][C:29]1[CH:30]=[CH:31][C:32]([O:38][CH3:39])=[C:33]([N:35]=[C:36]=[O:37])[CH:34]=1>C(Cl)Cl>[ClH:28].[O:38]([C:32]1[CH:31]=[CH:30][C:29]([Cl:28])=[CH:34][C:33]=1[NH:35][C:36]([NH:1][C:2]1[CH:10]=[CH:9][CH:8]=[C:7]2[C:3]=1[CH:4]=[CH:5][N:6]2[CH2:11][C:12]1[CH:17]=[CH:16][N:15]=[C:14]2[NH:18][CH:19]=[CH:20][C:13]=12)=[O:37])[CH3:39] |f:3.4|. Reported procedure: To a solution of 4-[(4-amino-1H-indol-1-yl)methyl]-1-(t-butyloxycarbonyl)-1H-pyrrolo[2,3-b]pyridine (450 mg) in DCM was added 5-chloro-2-methoxyphenyl isocyanate (Int-4, 275 mg, 1.5 mmol). The mixture was stirred overnight, then concentrated, and purified by flash column chromatography to give the desired product 1-(2-methoxyl-5-chlorophenyl)-3-{1-[1-(t-butyloxycarbonyl)-1H-pyrrolo[2, 3-1)]pyridin-4-ylmethyl]-1H-indol-4-yl}urea (540 mg, 80% for two steps). Reactants: CCOC(C)=O, COC(=O)C(C)(C)C(=O)OC(C)(C)C, [Cl-], [NH4+], C1CCOC1. Yields the product CC(C)(C)OC(=O)C(C)(C)CO. RXN SMILES: [CH3:17][CH2:18][O:19][C:20](=[O:21])[CH3:22].[CH3:1][C:2]([C:3](=[O:4])[O:5][C:6]([CH3:7])([CH3:8])[CH3:9])([C:10](=[O:11])[O:12][CH3:13])[CH3:14].[Cl-:15].[NH4+:16].[O:23]1[CH2:24][CH2:25][CH2:26][CH2:27]1>>[CH3:1][C:2]([C:3](=[O:4])[O:5][C:6]([CH3:7])([CH3:8])[CH3:9])([CH2:10][OH:11])[CH3:14]. Reactants: Nc1cc(Cl)c(Cc2cc3ccccc3cn2)c(Cl)c1, O=S(=O)(Cl)c1ccc(C(F)(F)F)cc1Cl, c1ccncc1. The product is O=S(=O)(Nc1cc(Cl)c(Cc2cc3ccccc3cn2)c(Cl)c1)c1ccc(C(F)(F)F)cc1Cl. RXN SMILES: [Cl:1][c:2]1[cH:3][c:4]([NH2:20])[cH:5][c:6]([Cl:19])[c:7]1[CH2:8][c:9]1[n:10][cH:11][c:12]2[cH:13][cH:14][cH:15][cH:16][c:17]2[cH:18]1.[Cl:21][c:22]1[c:23]([S:32](=[O:33])(=[O:34])[Cl:35])[cH:24][cH:25][c:26]([C:28]([F:29])([F:30])[F:31])[cH:27]1.[cH:36]1[cH:37][cH:38][n:39][cH:40][cH:41]1>>[Cl:1][c:2]1[cH:3][c:4]([NH:20][S:32]([c:23]2[c:22]([Cl:21])[cH:27][c:26]([C:28]([F:29])([F:30])[F:31])[cH:25][cH:24]2)(=[O:33])=[O:34])[cH:5][c:6]([Cl:19])[c:7]1[CH2:8][c:9]1[n:10][cH:11][c:12]2[cH:13][cH:14][cH:15][cH:16][c:17]2[cH:18]1. Reactants: C[C@]12CC[C@H]3[C@H]([C@@H]1CCC2=O)CC=C4[C@@]3(CC[C@@H](C4)O)C (DHEA), C(C)(C)(C)OO (tert-butyl hydroperoxide), Cl[O-].[Ca+2].Cl[O-] (calcium hypochlorite). The solvent is ClCCCl (1,2-dichloroethane). The product is C(C)(=O)O[C@@H]1CC2=CC([C@H]3[C@@H]4CCC([C@@]4(C)CC[C@@H]3[C@]2(CC1)C)=O)=O (3β-acetoxyandrost-5-en-7,17-dione). As a reaction SMILES: [CH3:1][C@@:2]12[C:10](=[O:11])[CH2:9][CH2:8][C@H:7]1[C@@H:6]1[CH2:12][CH:13]=[C:14]3[CH2:19][C@@H:18]([OH:20])[CH2:17][CH2:16][C@:15]3([CH3:21])[C@H:5]1[CH2:4][CH2:3]2.[C:22]([O:26]O)(C)(C)[CH3:23].Cl[O-:29].[Ca+2].Cl[O-]>ClCCCl>[C:22]([O:20][C@H:18]1[CH2:17][CH2:16][C@@:15]2([CH3:21])[C:14](=[CH:13][C:12](=[O:29])[C@@H:6]3[C@@H:5]2[CH2:4][CH2:3][C@@:2]2([CH3:1])[C@H:7]3[CH2:8][CH2:9][C:10]2=[O:11])[CH2:19]1)(=[O:26])[CH3:23] |f:2.3.4|. Reported procedure: DHEA-Ac (2, 1.1 gm., 0.0033 mol.) was dissolved in a mixture of 1,2-dichloroethane (10 ml) and tert-butyl hydroperoxide (70% aqueous solution from Aldrich, 3.0 ml, 0.023 mol). The mixture was stirred at room temperature and solid calcium hypochlorite (0.65 gm.) was added in very small portions over a period of seven hours. The aqueous layer was then separated and the organic layer was stirred with sodium sulfite solution (3.0 gm in 10 ml of water) for 3 hours at 40-45° C. and filtered over a sma... Reactants: BrBr (Bromine), ice, FC(C=1C=C(C=CC1)C(C)=O)(F)F (m-(Trifluoromethyl)acetophenone), C(C)(=O)C1=CC=CC=C1 (acetophenone). The solvent is C(C)(=O)O (acetic acid), C(C)(=O)O (acetic acid). Run at time 15 hour. The product is FC(C=1C=C(C(CBr)=O)C=CC1)(F)F (m-(Trifluoromethyl)phenacyl Bromide). As a reaction SMILES: [F:1][C:2]([F:13])([F:12])[C:3]1[CH:4]=[C:5]([C:9](=[O:11])[CH3:10])[CH:6]=[CH:7][CH:8]=1.[Br:14]Br.C(C1C=CC=CC=1)(=O)C>C(O)(=O)C>[F:1][C:2]([F:12])([F:13])[C:3]1[CH:4]=[C:5]([CH:6]=[CH:7][CH:8]=1)[C:9](=[O:11])[CH2:10][Br:14]. Reported procedure: m-(Trifluoromethyl)acetophenone (10 g, 0.054 mol) was dissolved in 100 ml acetic acid. Bromine (9.1 g, 0.057 mol) was separately dissolved in 20 ml acetic acid and added portionwise over 0.5 hours to the acetophenone solution. The mixture was stirred for 15 hours, poured onto 150 g ice and extracted with 300 ml ether. The organic layer was washed 1×300 ml H2O, 1×300 ml saturated NaCl, dried (MgSO4) and evaporated to yield title product as a pale yellow liquid. Reactants: N1=CC(=CC=C1)C=1SC=C(N1)C1=CC=CC=C1 (2-(pyridin-3-yl)-4-phenylthiazole), ClC1=CC(=CC=C1)C(=O)OO (m-chloroperbenzoic acid). Run in ClCCl (dichloromethane). Run at time 2 hour. The product is C1(=CC=CC=C1)C=1N=C(SC1)C=1C=[N+](C=CC1)[O-] (3-(4-phenylthiazol-2-yl)pyridine-N-oxide). Isolated yield 28.7%. RXN SMILES: [N:1]1[CH:6]=[CH:5][CH:4]=[C:3]([C:7]2[S:8][CH:9]=[C:10]([C:12]3[CH:17]=[CH:16][CH:15]=[CH:14][CH:13]=3)[N:11]=2)[CH:2]=1.ClC1C=CC=C(C(OO)=[O:26])C=1>ClCCl>[C:12]1([C:10]2[N:11]=[C:7]([C:3]3[CH:2]=[N+:1]([O-:26])[CH:6]=[CH:5][CH:4]=3)[S:8][CH:9]=2)[CH:13]=[CH:14][CH:15]=[CH:16][CH:17]=1. Reported procedure: In 50 ml of dichloromethane was dissolved 1 g of 2-(pyridin-3-yl)-4-phenylthiazole. Thereto was added 900 mg of m-chloroperbenzoic acid at room temperature. The mixture was stirred at the same temperature for 2 hours. The reaction mixture was washed with an aqueous sodium hydrogencarbonate solution and dried. The solvent was removed by distillation. The residue was recrystallized from ethyl acetate to obtain 306 mg of 3-(4-phenylthiazol-2-yl)pyridine-N-oxide as a brown powder. Reactants: CCOc1cc(C(CC(O)CC)N2C(=O)c3cccc(NC(C)=O)c3C2=O)ccc1OC, ClCCl, O=[Cr](=O)([O-])Cl, c1cc[nH+]cc1. Product: CCOc1cc(C(CC(=O)CC)N2C(=O)c3cccc(NC(C)=O)c3C2=O)ccc1OC. Reaction SMILES: [CH2:1]([CH3:2])[O:3][c:4]1[cH:5][c:6]([CH:12]([CH2:13][CH:14]([CH2:15][CH3:16])[OH:17])[N:18]2[C:19](=[O:32])[c:20]3[cH:21][cH:22][cH:23][c:24]([NH:28][C:29]([CH3:30])=[O:31])[c:25]3[C:26]2=[O:27])[cH:7][cH:8][c:9]1[O:10][CH3:11].[CH2:44]([Cl:45])[Cl:46].[O:33]=[Cr:34]([Cl:35])([O-:36])=[O:37].[nH+:38]1[cH:39][cH:40][cH:41][cH:42][cH:43]1>>[CH2:1]([CH3:2])[O:3][c:4]1[cH:5][c:6]([CH:12]([CH2:13][C:14]([CH2:15][CH3:16])=[O:17])[N:18]2[C:19](=[O:32])[c:20]3[cH:21][cH:22][cH:23][c:24]([NH:28][C:29]([CH3:30])=[O:31])[c:25]3[C:26]2=[O:27])[cH:7][cH:8][c:9]1[O:10][CH3:11]. As a reaction SMILES: [CH2:42]1[O:43][CH2:44][CH2:45][CH2:46]1.[F:25][CH:26]([CH2:27][OH:28])[F:29].[O:30]=[C:31]([O:32][CH2:33][CH3:34])[N:35]=[N:36][C:37]([O:38][CH2:39][CH3:40])=[O:41].[c:6]1([P:7]([c:8]2[cH:9][cH:10][cH:11][cH:12][cH:13]2)[c:14]2[cH:15][cH:16][cH:17][cH:18][cH:19]2)[cH:20][cH:21][cH:22][cH:23][cH:24]1.[nH:1]1[n:2][cH:3][n:4][cH:5]1>>[n:1]1([CH2:27][CH:26]([F:25])[F:29])[n:2][cH:3][n:4][cH:5]1. The reactants are C1CCOC1, OCC(F)F, CCOC(=O)N=NC(=O)OCC, c1ccc(P(c2ccccc2)c2ccccc2)cc1, c1nc[nH]n1. The product is FC(F)Cn1cncn1. The reactants are C[N+](C)(C)C[C@@H](CC(=O)[O-])N ((R)-aminocarnitine), C(C)(C)N(CC)C(C)C (diisopropylethylamine), N(=C=O)C1=CC=C(C=C1)C=1SC=CC1 (2-(4-isocyanatophenyl)thiophene). Run in CO (MeOH). Conditions: time 18 hour. Product: S1C(=CC=C1)C1=CC=C(C=C1)NC(N[C@H](CC(=O)[O-])C[N+](C)(C)C)=O ((R)-3-(3-(4-(thiophen-2-yl)phenyl)ureido)-4-(trimethylammonio)butanoate). RXN SMILES: [CH3:1][N+:2]([CH2:5][C@H:6]([NH2:11])[CH2:7][C:8]([O-:10])=[O:9])([CH3:4])[CH3:3].C(N(C(C)C)CC)(C)C.[N:21]([C:24]1[CH:29]=[CH:28][C:27]([C:30]2[S:31][CH:32]=[CH:33][CH:34]=2)=[CH:26][CH:25]=1)=[C:22]=[O:23]>CO>[S:31]1[CH:32]=[CH:33][CH:34]=[C:30]1[C:27]1[CH:28]=[CH:29][C:24]([NH:21][C:22](=[O:23])[NH:11][C@@H:6]([CH2:5][N+:2]([CH3:3])([CH3:4])[CH3:1])[CH2:7][C:8]([O-:10])=[O:9])=[CH:25][CH:26]=1. Reported procedure: To a solution of (R)-aminocarnitine (17 mg, 0.11 mmol) and diisopropylethylamine (55 uL, 0.32 mmol) in MeOH (2 mL) was added 2-(4-isocyanatophenyl)thiophene (43 mg, 0.22 mmol) and the reaction stirred for 18 h. The MeOH was removed in vacuo and the residue stirred with 1:1 ether/EtOAc. Impurities dissolved into the ether/EtOAc which were discarded and the remaining material taken up into 90:10 CH2Cl2/MeOH and then loaded onto a short SiOH plug. The title compound was eluted by increasing MeOH co...